From a dataset of the Open Reaction Database (ORD), a public repository of structured organic reaction records. describe an organic reaction: reactants, conditions, products, and yield Starting materials: COc1c(F)c(F)cc(C#N)c1F, [Li+], [Li+], O=C([O-])[O-], CC1NCCC1C(C)(C)O. Product: COc1c(F)c(C#N)cc(F)c1N1CCC(C(C)(C)O)C1C. Reaction SMILES: [F:1][c:2]1[c:3]([C:4]#[N:5])[cH:6][c:7]([F:13])[c:8]([F:12])[c:9]1[O:10][CH3:11].[Li+:24].[Li+:25].[O-:26][C:27](=[O:28])[O-:29].[OH:14][C:15]([CH3:16])([CH3:17])[CH:18]1[CH:19]([CH3:23])[NH:20][CH2:21][CH2:22]1>>[F:1][c:2]1[c:3]([C:4]#[N:5])[cH:6][c:7]([F:13])[c:8]([N:20]2[CH:19]([CH3:23])[CH:18]([C:15]([OH:14])([CH3:16])[CH3:17])[CH2:22][CH2:21]2)[c:9]1[O:10][CH3:11]. The reactants are C[Mg]Br (methyl magnesium bromide), C(#N)C1=CC=2C(C3=CC=CC=C3SC2C=C1)=C1CCC2CCCCN2C1 (3-(2-cyanothioxanthen-9-ylidene)quinolizidine), Cl (hydrochloric acid), CCOCC (ether), ice water. Solvent: C1=CC=CC=C1 (benzene), C1=CC=CC=C1 (benzene). Run at temperature 10 celsius. The product is C(C)(=O)C1=CC=2C(C3=CC=CC=C3SC2C=C1)=C1CCC2CCCCN2C1 (3-(2-acetylthioxanthen-9-ylidene)quinolizidine). RXN SMILES: C([C:3]1[CH:16]=[CH:15][C:14]2[S:13][C:12]3[C:7](=[CH:8][CH:9]=[CH:10][CH:11]=3)[C:6](=[C:17]3[CH2:26][N:25]4[CH:20]([CH2:21][CH2:22][CH2:23][CH2:24]4)[CH2:19][CH2:18]3)[C:5]=2[CH:4]=1)#N.C[Mg]Br.Cl.[CH3:31][CH2:32][O:33]CC>C1C=CC=CC=1>[C:32]([C:3]1[CH:16]=[CH:15][C:14]2[S:13][C:12]3[C:7](=[CH:8][CH:9]=[CH:10][CH:11]=3)[C:6](=[C:17]3[CH2:26][N:25]4[CH:20]([CH2:21][CH2:22][CH2:23][CH2:24]4)[CH2:19][CH2:18]3)[C:5]=2[CH:4]=1)(=[O:33])[CH3:31]. Reported procedure: A solution of 3.42 g. (0.01 mole) of 3-(2-cyanothioxanthen-9-ylidene)quinolizidine in 50 ml. of benzene is added to a stirred solution of 0.013 mole of methyl magnesium bromide in 5 ml. of ether and 50 ml. of benzene. The stirred mixture is heated at reflux temperature for two hours, then it is cooled to 10° C. and added slowly to 250 ml. of vigorously stirred ice-water. Excess 3 N hydrochloric acid is added to the stirred mixture. The aqueous layer is separated and then it is made alkaline with...